From a dataset of the Open Reaction Database (ORD), a public repository of structured organic reaction records. describe an organic reaction: reactants, conditions, products, and yield Starting materials: ClC1=CC=C(OC2=C(C=CC=C2)CC(=O)O)C=C1 (2-(2-(4-chlorophenoxy)phenyl)acetic acid), C([O-])([O-])=O.[K+].[K+] (potassium carbonate), COC(C)(C)C (tert-butyl methyl ether), S(=O)(=O)(OCC)OCC (diethyl sulfate). The solvent is CN(C=O)C (N,N-dimethylformamide), O (water), CN(C=O)C (N,N-dimethylformamide). Reaction conditions: temperature 25 celsius, time 12 hour. Yields the product ClC1=CC=C(OC2=C(C=CC=C2)CC(=O)OCC)C=C1 (ethyl 2-(2-(4-chlorophenoxy)phenyl)acetate). The yield is 100.8%. As a reaction SMILES: C(=O)([O-])[O-].[K+].[K+].COC(C)(C)C.S([O:19][CH2:20][CH3:21])(OCC)(=O)=O.[Cl:22][C:23]1[CH:39]=[CH:38][C:26]([O:27][C:28]2[CH:33]=[CH:32][CH:31]=[CH:30][C:29]=2[CH2:34][C:35](O)=[O:36])=[CH:25][CH:24]=1>O.CN(C)C=O>[Cl:22][C:23]1[CH:39]=[CH:38][C:26]([O:27][C:28]2[CH:33]=[CH:32][CH:31]=[CH:30][C:29]=2[CH2:34][C:35]([O:19][CH2:20][CH3:21])=[O:36])=[CH:25][CH:24]=1 |f:0.1.2|. Reported procedure: After mixing 259.1 g of potassium carbonate (1.88 mol, granular reagent), 985 mL of tert-butyl methyl ether, 493 mL of N,N-dimethylformamide and 202.4 g (1.31 mol) of diethyl sulfate, a mixture of 328.4 g (1.25 mol) of 2-(2-(4-chlorophenoxy)phenyl)acetic acid and 164 mL of N,N-dimethylformamide was added dropwise to the obtained mixture over a period of one hour. The internal temperature of the mixture during the dropwise addition was 25-40° C. Upon completion of the dropwise addition, the obtai... The reactants are C(C(C)C)(=O)C1=C(NC2=CC(=CC=C12)C(=O)N)CCC (3-isobutyryl-2-propylindole-6-carboxamide), ClC1=CC=C(CBr)C=C1 (4-chlorobenzyl bromine), C([O-])([O-])=O.[K+].[K+] (potassium carbonate). The solvent is CN(C=O)C (dimethylformamide). Reaction conditions: temperature 60 celsius. Product: ClC1=CC=C(CN2C(=C(C3=CC=C(C=C23)C(=O)N)C(C(C)C)=O)CCC)C=C1 (1-(4-chlorobenzyl)-3-isobutyryl-2-propylindole-6-carboxamide). Yield: 66.6%. As a reaction SMILES: [C:1]([C:6]1[C:14]2[C:9](=[CH:10][C:11]([C:15]([NH2:17])=[O:16])=[CH:12][CH:13]=2)[NH:8][C:7]=1[CH2:18][CH2:19][CH3:20])(=[O:5])[CH:2]([CH3:4])[CH3:3].[Cl:21][C:22]1[CH:29]=[CH:28][C:25]([CH2:26]Br)=[CH:24][CH:23]=1.C(=O)([O-])[O-].[K+].[K+]>CN(C)C=O>[Cl:21][C:22]1[CH:29]=[CH:28][C:25]([CH2:26][N:8]2[C:9]3[C:14](=[CH:13][CH:12]=[C:11]([C:15]([NH2:17])=[O:16])[CH:10]=3)[C:6]([C:1](=[O:5])[CH:2]([CH3:4])[CH3:3])=[C:7]2[CH2:18][CH2:19][CH3:20])=[CH:24][CH:23]=1 |f:2.3.4|. Reported procedure: A mixture of 3-isobutyryl-2-propylindole-6-carboxamide (100 mg), 4-chlorobenzyl bromine (113 mg) and potassium carbonate (152 mg) in dimethylformamide (2 ml) was heated at 60° C. or 2 hours, and partitioned between ethyl acetate and water. The organic layer was washed with water and brine, and dried over magnesium sulfate. After evaporation of solvent, the residue was crystallized from a mixture of ethyl acetate and hexane. The crude crystals were recrystallized from a mixture of ethyl acetate a... Reactants: C1(CCC1)N1C=C(C2=CC=C(C=C12)OC(F)F)C#N (1-cyclobutyl-6-(difluoromethoxy)-1H-indole-3-carbonitrile), B(OC(C)C)(OC(C)C)OC(C)C (triisopropyl borate), [Li+].CC(C)[N-]C(C)C (LDA). The solvent is C1CCOC1 (THF). Conditions: temperature -78 celsius, time 30 minute. Yields the product C(#N)C1=C(N(C2=CC(=CC=C12)OC(F)F)C1CCC1)B(O)O (3-cyano-1-cyclobutyl-6-(difluoromethoxy)-1H-indol-2-ylboronic acid). RXN SMILES: [CH:1]1([N:5]2[C:13]3[C:8](=[CH:9][CH:10]=[C:11]([O:14][CH:15]([F:17])[F:16])[CH:12]=3)[C:7]([C:18]#[N:19])=[CH:6]2)[CH2:4][CH2:3][CH2:2]1.[B:20](OC(C)C)([O:25]C(C)C)[O:21]C(C)C.[Li+].CC([N-]C(C)C)C>C1COCC1>[C:18]([C:7]1[C:8]2[C:13](=[CH:12][C:11]([O:14][CH:15]([F:16])[F:17])=[CH:10][CH:9]=2)[N:5]([CH:1]2[CH2:2][CH2:3][CH2:4]2)[C:6]=1[B:20]([OH:25])[OH:21])#[N:19] |f:2.3|. Procedure details: Into a solution of 1-cyclobutyl-6-(difluoromethoxy)-1H-indole-3-carbonitrile (1.5 g, 5.7 mmol) and triisopropyl borate (2.4 mL, 10.3 mmol) in THF (25 mL) at −78° C. was added LDA (1.5 M in cyclohexane, 5.0 mL, 7.5 mmol). The mixture was stirred at −78° C. for 30 min and then quenched with ice water (60 mL) and stirred for 15 min without cooling. The mixture was extracted with ethyl acetate 1:1 in hexane (20 mL). The aqueous layer was acidified with 2 N aq. HCl to pH 5 and extracted with CH2Cl2 (... RXN SMILES: [CH:29]1([P:30]([CH:31]2[CH2:32][CH2:33][CH2:34][CH2:35][CH2:36]2)[c:37]2[cH:38][cH:39][cH:40][cH:41][c:42]2-[c:43]2[cH:44][cH:45][cH:46][cH:47][c:48]2[N:49]([CH3:50])[CH3:51])[CH2:52][CH2:53][CH2:54][CH2:55][CH2:56]1.[Cl:1][c:2]1[n:3][cH:4][cH:5][cH:6][c:7]1-[c:8]1[cH:9][c:10]([NH:14][CH3:15])[n:11][cH:12][n:13]1.[NH2:16][c:17]1[c:18]2[cH:19][cH:20][nH:21][c:22](=[O:28])[c:23]2[cH:24][cH:25][c:26]1[CH3:27].[O:59]=[C:60]([CH:61]=[CH:62][c:63]1[cH:64][cH:65][cH:66][cH:67][cH:68]1)[CH:69]=[CH:70][c:71]1[cH:72][cH:73][cH:74][cH:75][cH:76]1.[O:77]=[C:78]([CH:79]=[CH:80][c:81]1[cH:82][cH:83][cH:84][cH:85][cH:86]1)[CH:87]=[CH:88][c:89]1[cH:90][cH:91][cH:92][cH:93][cH:94]1.[O:95]=[C:96]([CH:97]=[CH:98][c:99]1[cH:100][cH:101][cH:102][cH:103][cH:104]1)[CH:105]=[CH:106][c:107]1[cH:108][cH:109][cH:110][cH:111][cH:112]1.[Pd:57].[Pd:58]>>[c:2]1([NH:16][c:17]2[c:18]3[cH:19][cH:20][nH:21][c:22](=[O:28])[c:23]3[cH:24][cH:25][c:26]2[CH3:27])[n:3][cH:4][cH:5][cH:6][c:7]1-[c:8]1[cH:9][c:10]([NH:14][CH3:15])[n:11][cH:12][n:13]1. Reactants: CN(C)c1ccccc1-c1ccccc1P(C1CCCCC1)C1CCCCC1, CNc1cc(-c2cccnc2Cl)ncn1, Cc1ccc2c(=O)[nH]ccc2c1N, O=C(C=Cc1ccccc1)C=Cc1ccccc1, O=C(C=Cc1ccccc1)C=Cc1ccccc1, O=C(C=Cc1ccccc1)C=Cc1ccccc1, [Pd], [Pd]. Product: CNc1cc(-c2cccnc2Nc2c(C)ccc3c(=O)[nH]ccc23)ncn1. The reactants are O=C(Cl)c1ccc(Br)c(F)c1, C1CCOC1, C[Si](C)(C)C=[N+]=[N-], CCOC(C)=O, CC#N, Cl. Product: O=C(CCl)c1ccc(Br)c(F)c1. Reaction SMILES: [Br:1][c:2]1[c:3]([F:11])[cH:4][c:5]([C:6](=[O:7])[Cl:8])[cH:9][cH:10]1.[CH2:29]1[O:30][CH2:31][CH2:32][CH2:33]1.[CH3:12][Si:13]([CH:14]=[N+:15]=[N-:16])([CH3:17])[CH3:18].[CH3:20][CH2:21][O:22][C:23]([CH3:24])=[O:25].[CH3:26][C:27]#[N:28].[ClH:19]>>[Br:1][c:2]1[c:3]([F:11])[cH:4][c:5]([C:6](=[O:7])[CH2:12][Cl:19])[cH:9][cH:10]1.